This data is from the Open Reaction Database (ORD), a public repository of structured organic reaction records. The task is: describe an organic reaction: reactants, conditions, products, and yield Starting materials: CCOC(C)=O, C1CCOC1, CCN=C=NCCCN(C)C, CN(C)c1ccncc1, O=Cc1c(COc2ccc3ccccc3c2)n(CCCC(=O)O)c2ccc(NC(=O)C3CCCC3)cc12, NS(=O)(=O)C(F)(F)F, O. Product: O=Cc1c(COc2ccc3ccccc3c2)n(CCCC(=O)NS(=O)(=O)C(F)(F)F)c2ccc(NC(=O)C3CCCC3)cc12. RXN SMILES: [C:72]([O:73][CH2:74][CH3:75])(=[O:76])[CH3:77].[CH2:57]1[O:58][CH2:59][CH2:60][CH2:61]1.[CH3:38][CH2:39][N:40]=[C:41]=[N:42][CH2:43][CH2:44][CH2:45][N:46]([CH3:47])[CH3:48].[CH3:62][N:63]([c:64]1[cH:65][cH:66][n:67][cH:68][cH:69]1)[CH3:70].[CH:1]1([C:6](=[O:7])[NH:8][c:9]2[cH:10][c:11]3[c:12]([CH:36]=[O:37])[c:13]([CH2:24][O:25][c:26]4[cH:27][c:28]5[cH:29][cH:30][cH:31][cH:32][c:33]5[cH:34][cH:35]4)[n:14]([CH2:18][CH2:19][CH2:20][C:21](=[O:22])[OH:23])[c:15]3[cH:16][cH:17]2)[CH2:2][CH2:3][CH2:4][CH2:5]1.[F:49][C:50]([S:51](=[O:52])(=[O:53])[NH2:54])([F:55])[F:56].[OH2:71]>>[CH:1]1([C:6](=[O:7])[NH:8][c:9]2[cH:10][c:11]3[c:12]([CH:36]=[O:37])[c:13]([CH2:24][O:25][c:26]4[cH:27][c:28]5[cH:29][cH:30][cH:31][cH:32][c:33]5[cH:34][cH:35]4)[n:14]([CH2:18][CH2:19][CH2:20][C:21](=[O:22])[NH:54][S:51]([C:50]([F:49])([F:55])[F:56])(=[O:52])=[O:53])[c:15]3[cH:16][cH:17]2)[CH2:2][CH2:3][CH2:4][CH2:5]1. The reactants are COC=1C=C2C(=CC=NC2=CC1OC)OC1=CC(=C(N)C=C1C)C (4-[(6,7-Dimethoxy-4-quinolyl)oxy]-2,5-dimethylaniline), ClC(Cl)(OC(OC(Cl)(Cl)Cl)=O)Cl (triphosgene), C([O-])(O)=O.[Na+] (sodium bicarbonate), C1(CCCC1)O (1-cyclopentanol). Run in C(C)N(CC)CC (triethylamine), C1(=CC=CC=C1)C (toluene), C(Cl)Cl (methylene chloride). Product: COC=1C=C2C(=CC=NC2=CC1OC)OC1=CC(=C(C=C1C)NC(OC1CCCC1)=O)C (Cyclopentyl N-{4-[(6,7-dimethoxy-4-quinolyl)oxy]-2,5-dimethylphenyl}carbamate). The yield is 104.0%. Reaction SMILES: [CH3:1][O:2][C:3]1[CH:4]=[C:5]2[C:10](=[CH:11][C:12]=1[O:13][CH3:14])[N:9]=[CH:8][CH:7]=[C:6]2[O:15][C:16]1[C:22]([CH3:23])=[CH:21][C:19]([NH2:20])=[C:18]([CH3:24])[CH:17]=1.Cl[C:26](Cl)([O:28][C:29](=[O:35])OC(Cl)(Cl)Cl)Cl.[CH:37]1(O)[CH2:41]C[CH2:39][CH2:38]1.C(=O)(O)[O-].[Na+]>C(Cl)Cl.C(N(CC)CC)C.C1(C)C=CC=CC=1>[CH3:1][O:2][C:3]1[CH:4]=[C:5]2[C:10](=[CH:11][C:12]=1[O:13][CH3:14])[N:9]=[CH:8][CH:7]=[C:6]2[O:15][C:16]1[C:22]([CH3:23])=[CH:21][C:19]([NH:20][C:29](=[O:35])[O:28][CH:26]2[CH2:39][CH2:38][CH2:37][CH2:41]2)=[C:18]([CH3:24])[CH:17]=1 |f:3.4|. Procedure: 4-[(6,7-Dimethoxy-4-quinolyl)oxy]-2,5-dimethylaniline (50 mg) was added to toluene (5 ml), and triethylamine (0.5 ml), and the mixture was heated under reflux to prepare a solution. A solution of triphosgene (68 mg) in methylene chloride was then added thereto, and the mixture was heated under reflux for 10 min. Next, 1-cyclopentanol (20 mg) was added thereto, and the mixture was further stirred with heating under reflux for 3 hr. A saturated aqueous sodium bicarbonate solution was added to stop...